From a dataset of the Open Reaction Database (ORD), a public repository of structured organic reaction records. describe an organic reaction: reactants, conditions, products, and yield Reactants: CCNC(=O)N1N=C(c2ccc(NC(C)=O)cc2)c2cc(SC)ccc2C1C, CO, [Na+], [OH-], O. Reaction SMILES: [C:1](=[O:2])([CH3:3])[NH:4][c:5]1[cH:6][cH:7][c:8]([C:11]2=[N:12][N:13]([C:24]([NH:25][CH2:26][CH3:27])=[O:28])[CH:14]([CH3:23])[c:15]3[cH:16][cH:17][c:18]([S:21][CH3:22])[cH:19][c:20]32)[cH:9][cH:10]1.[CH3:29][OH:30].[Na+:32].[OH-:31].[OH2:33]>>[NH2:4][c:5]1[cH:6][cH:7][c:8]([C:11]2=[N:12][N:13]([C:24]([NH:25][CH2:26][CH3:27])=[O:28])[CH:14]([CH3:23])[c:15]3[cH:16][cH:17][c:18]([S:21][CH3:22])[cH:19][c:20]32)[cH:9][cH:10]1. Yields the product CCNC(=O)N1N=C(c2ccc(N)cc2)c2cc(SC)ccc2C1C. The reactants are C(C1=CC=CC=C1)N1C(CCC1C(=O)OCC)C(=O)OCC (1-benzyl-2,5-bis(ethoxycarbonyl)pyrrolidine), [H-].[Al+3].[Li+].[H-].[H-].[H-] (lithium aluminum hydride), O (water), [H-].[Al+3].[Li+].[H-].[H-].[H-] (lithium aluminum hydride). Run in O1CCCC1 (tetrahydrofuran), O1CCCC1 (tetrahydrofuran). Reaction conditions: temperature 0 celsius, time 30 minute. Product: C(C1=CC=CC=C1)N1C(CCC1CO)CO (1-benzyl-2,5-bis(hydroxymethyl)pyrrolidine). Yield: 96.6%. RXN SMILES: [H-].[Al+3].[Li+].[H-].[H-].[H-].[CH2:7]([N:14]1[CH:18]([C:19](OCC)=[O:20])[CH2:17][CH2:16][CH:15]1[C:24](OCC)=[O:25])[C:8]1[CH:13]=[CH:12][CH:11]=[CH:10][CH:9]=1.O>O1CCCC1>[CH2:7]([N:14]1[CH:18]([CH2:19][OH:20])[CH2:17][CH2:16][CH:15]1[CH2:24][OH:25])[C:8]1[CH:9]=[CH:10][CH:11]=[CH:12][CH:13]=1 |f:0.1.2.3.4.5|. Procedure details: To a suspension of lithium aluminum hydride 10.25 g) in tetrahydrofuran (550 ml) was added dropwise a solution of 1-benzyl-2,5-bis(ethoxycarbonyl)pyrrolidine (55 g) in tetrahydrofuran (100 ml). The reaction mixture was stirred for 30 minutes at 0° C., allowed to warm to room temperature and then stirred at the same temperature for 1 hour. And then water was added carefully until excess lithium aluminum hydride was decomposed. After the precipitate was filtered off, the filtrate was evaporated un... The reactants are O=C(c1cc(F)c(F)c(F)c1)N1CCN(Cc2ccccc2)CC1, CO, [H][H]. Yields the product O=C(c1cc(F)c(F)c(F)c1)N1CCNCC1. Reaction SMILES: [CH2:1]([c:2]1[cH:3][cH:4][cH:5][cH:6][cH:7]1)[N:8]1[CH2:9][CH2:10][N:11]([C:14](=[O:15])[c:16]2[cH:17][c:18]([F:24])[c:19]([F:23])[c:20]([F:22])[cH:21]2)[CH2:12][CH2:13]1.[CH3:27][OH:28].[H:25][H:26]>>[NH:8]1[CH2:9][CH2:10][N:11]([C:14](=[O:15])[c:16]2[cH:17][c:18]([F:24])[c:19]([F:23])[c:20]([F:22])[cH:21]2)[CH2:12][CH2:13]1. Reactants: C1(O)=CC=C(O)C=C1 (hydroquinone), C1(O)=CC(O)=CC=C1 (resorcinol), alcohol, polyalkylene glycols, OC[C@H](O)[C@@H](O)[C@H](O)[C@H](O)CO (sorbitol). The solvent is OCC(O)CO (glycerol). Product: OC1=C(C=CC=C1)CC1=C(C=CC=C1)O (bis(hydroxyphenyl) methane), C1(=CC=CC=C1)O (phenol), C=O (formaldehyde). Reaction SMILES: [C:1]1([CH:8]=[CH:7][C:5]([OH:6])=[CH:4][CH:3]=1)[OH:2].[C:9]1([CH:16]=[CH:15][CH:14]=[C:12]([OH:13])[CH:11]=1)O.O[CH2:18][C@@H:19]([C@H:21]([C@@H:23]([C@@H:25]([CH2:27]O)O)O)O)[OH:20]>OCC(CO)O>[OH:6][C:5]1[CH:7]=[CH:8][CH:1]=[CH:3][C:4]=1[CH2:18][C:14]1[CH:15]=[CH:16][CH:9]=[CH:11][C:12]=1[OH:13].[C:19]1([OH:20])[CH:18]=[CH:27][CH:25]=[CH:23][CH:21]=1.[CH2:1]=[O:2]. Reported procedure: When more than one film forming polymer is used, an epoxy-containing polymer or copolymer can be used along with a nontacky polymer. Separate aqueous emulsions of the epoxy-containing polymer and the nontacky film forming polymer can be combined into a single emulsion or one single aqueous emulsion can be prepared wherein the epoxy-containing polymer and limited tack film forming polymer are solubilized, dispersed or emulsified in the aqueous emulsion. In preparing a single emulsion having the b... Reactants: COC(NC1(CC2=CC=CC=C2C1)C(=O)N1C(CCC1)C=1NC(=CN1)C1=CC=C(C=C1)C1=CC2=CC=C(C=C2C=C1)C=1NC(=NC1)C1N(CCC1)C(C(C(C)C)NC(=O)OC)=O)=O ([2-(2-{5-[4-(6-{2-[1-(2-Methoxycarbonylamino-3-methyl-butyryl)-pyrrolidin-2-yl]-3H-imidazol-4-yl}-naphthalen-2-yl)-phenyl]-1H-imidazol-2-yl}-pyrrolidine-1-carbonyl)-indan-2-yl]-carbamic acid methyl ester), NC1(CC2=CC=CC=C2C1)C(=O)O (2-Amino-indan-2-carboxylic acid). The product is COC(NC1(CCC2=CC=CC=C12)C(=O)N1C(CCC1)C=1NC(=CN1)C1=CC=C(C=C1)C1=CC2=CC=C(C=C2C=C1)C=1NC(=NC1)C1N(CCC1)C(C(C(C)C)NC(=O)OC)=O)=O ([1-(2-{5-[4-(6-{2-[1-(2-Methoxycarbonylamino-3-methyl-butyryl)-pyrrolidin-2-yl]-3H-imidazol-4-yl}-naphthalen-2-yl)-phenyl]-1H-imidazol-2-yl}-pyrrolidine-1-carbonyl)-indan-1-yl]-carbamic acid methyl ester). Isolated yield 38.0%. As a reaction SMILES: COC(=O)NC1([C:14]([N:16]2[CH2:20][CH2:19][CH2:18][CH:17]2[C:21]2[NH:22][C:23]([C:26]3[CH:31]=[CH:30][C:29]([C:32]4[CH:41]=[CH:40][C:39]5[C:34](=[CH:35][CH:36]=[C:37]([C:42]6[NH:43][C:44]([CH:47]7[CH2:51][CH2:50][CH2:49][N:48]7[C:52](=[O:62])[CH:53]([NH:57][C:58]([O:60][CH3:61])=[O:59])[CH:54]([CH3:56])[CH3:55])=[N:45][CH:46]=6)[CH:38]=5)[CH:33]=4)=[CH:28][CH:27]=3)=[CH:24][N:25]=2)=[O:15])CC2C(=CC=CC=2)C1.N[C:65]1(C(O)=O)[CH2:73][C:72]2[C:67](=[CH:68][CH:69]=[CH:70][CH:71]=2)[CH2:66]1>>[CH3:61][O:60][C:58](=[O:59])[NH:57][C:73]1([C:14]([N:16]2[CH2:20][CH2:19][CH2:18][CH:17]2[C:21]2[NH:22][C:23]([C:26]3[CH:31]=[CH:30][C:29]([C:32]4[CH:41]=[CH:40][C:39]5[C:34](=[CH:35][CH:36]=[C:37]([C:42]6[NH:43][C:44]([CH:47]7[CH2:51][CH2:50][CH2:49][N:48]7[C:52](=[O:62])[CH:53]([NH:57][C:58]([O:60][CH3:61])=[O:59])[CH:54]([CH3:56])[CH3:55])=[N:45][CH:46]=6)[CH:38]=5)[CH:33]=4)=[CH:28][CH:27]=3)=[CH:24][N:25]=2)=[O:15])[C:72]2[C:67](=[CH:68][CH:69]=[CH:70][CH:71]=2)[CH2:66][CH2:65]1. Reported procedure: [1-(2-{5-[4-(6-{2-[1-(2-Methoxycarbonylamino-3-methyl-butyryl)-pyrrolidin-2-yl]-3H-imidazol-4-yl}-naphthalen-2-yl)-phenyl]-1H-imidazol-2-yl}-pyrrolidine-1-carbonyl)-indan-1-yl]-carbamic acid methyl ester (0.13 g, 38%) was prepared following the procedure for [2-(2-{5-[4-(6-{2-[1-(2-Methoxycarbonylamino-3-methyl-butyryl)-pyrrolidin-2-yl]-3H-imidazol-4-yl}-naphthalen-2-yl)-phenyl]-1H-imidazol-2-yl}-pyrrolidine-1-carbonyl)-indan-2-yl]-carbamic acid methyl ester, substituting 1-Amino-indan-1-carboxy... Yields the product CC1=CN(C(=O)NC1=O)[C@H]2C[C@@H]([C@H](O2)CO)O (beta-thymidine). The reactants are C(C)(=O)O[C@H]1C[C@@H](O[C@@H]1COC(C)=O)N1C(=O)NC(=O)C(C)=C1 (3',5'-di-O-acetylthymidine), [Na] (sodium). The yield is 80.0%. The solvent is CO (methanol). Reported procedure: Crude 3',5'-di-O-acetylthymidine was dissolved in 20 ml methanol, and 0.075 gm sodium was added. After 8 hrs the reaction was quenched with Amberlite IR 120 resin, filtered and concentrated to yield beta-thymidine (2.4 gm, 80%). m.p. 181°-183° C. Reaction SMILES: C([O:4][C@@H:5]1[C@@H:9]([CH2:10][O:11]C(=O)C)[O:8][C@@H:7]([N:15]2[CH:23]=[C:21]([CH3:22])[C:19](=[O:20])[NH:18][C:16]2=[O:17])[CH2:6]1)(=O)C.[Na]>CO>[CH3:22][C:21]1[C:19](=[O:20])[NH:18][C:16](=[O:17])[N:15]([C@@H:7]2[O:8][C@H:9]([CH2:10][OH:11])[C@@H:5]([OH:4])[CH2:6]2)[CH:23]=1 |^1:23|. The reactants are C1(CC1)COC1(CN(C1)C(=O)OC(C)(C)C)C1=C(C=CC=C1)C (tert-butyl 3-cyclopropylmethoxy-3-o-tolylazetidine-1-carboxylate), solution, Cl (hydrogen chloride). The solvent is C(C)(=O)OCC (ethyl acetate). Reaction conditions: time 30 minute. Product: Cl.C1(CC1)COC1(CNC1)C1=C(C=CC=C1)C (3-cyclopropylmethoxy-3-o-tolylazetidine hydrochloride). Yield: 96.0%. Reaction SMILES: [CH:1]1([CH2:4][O:5][C:6]2([C:17]3[CH:22]=[CH:21][CH:20]=[CH:19][C:18]=3[CH3:23])[CH2:9][N:8](C(OC(C)(C)C)=O)[CH2:7]2)[CH2:3][CH2:2]1.[ClH:24]>C(OCC)(=O)C>[ClH:24].[CH:1]1([CH2:4][O:5][C:6]2([C:17]3[CH:22]=[CH:21][CH:20]=[CH:19][C:18]=3[CH3:23])[CH2:7][NH:8][CH2:9]2)[CH2:2][CH2:3]1 |f:3.4|. Procedure: 2.8 g (9.0 mmol) of tert-butyl 3-cyclopropylmethoxy-3-o-tolylazetidine-1-carboxylate are placed in 40 ml of a 3M solution of hydrogen chloride in ethyl acetate and are stirred at room temperature for 1 hour 30 minutes. The reaction medium is concentrated under a stream of nitrogen and then taken up in a 50/50 heptane/ethyl acetate mixture and concentrated under vacuum. 2.2 g (96%) of 3-cyclopropylmethoxy-3-o-tolylazetidine hydrochloride are obtained in the form of a beige-coloured solid. Starting materials: C(CC(=O)C)(=O)OCC (ethyl acetoacetate), BrCCCCBr (1,4-dibromobutane), C[O-].[Na+] (sodium methoxide). The solvent is CN(C)C=O (DMF). Reaction conditions: temperature 90 celsius. The product is C(C)OC(=O)C1(CCCC1)C(C)=O (1-acetyl-1-cyclopentanecarboxylic acid ethyl ester). The yield is 78.7%. As a reaction SMILES: C[O-].[Na+].[C:4]([O:10][CH2:11][CH3:12])(=[O:9])[CH2:5][C:6]([CH3:8])=[O:7].Br[CH2:14][CH2:15][CH2:16][CH2:17]Br>CN(C=O)C>[CH2:11]([O:10][C:4]([C:5]1([C:6](=[O:7])[CH3:8])[CH2:17][CH2:16][CH2:15][CH2:14]1)=[O:9])[CH3:12] |f:0.1|. Procedure: 27.2 g (0.4 mol) of sodium methoxide are initially introduced into 300 ml of DMF at approx. 40° C. and stirred. A mixture of 26 g (0.2 mol) of ethyl acetoacetate and 43 g (0.2 mol) of 1,4-dibromobutane is slowly added dropwise to this suspension and the reaction mixture is stirred for approx. 24 hours at this temperature. Towards the end of the reaction, the temperature may optionally be raised to 90° C. for a further hour. The precipitated sodium bromide is filtered out, the DMF removed and the... Starting materials: CCOC(=O)C=Cc1cc(=O)n(CCN2CCC(N(Cc3ccc4c(c3)OCCO4)C(=O)OC(C)(C)C)CC2)c2cc(OC)ccc12, ClC(Cl)Cl, O=C(O)C(F)(F)F. Yields the product CCOC(=O)C=Cc1cc(=O)n(CCN2CCC(NCc3ccc4c(c3)OCCO4)CC2)c2cc(OC)ccc12. RXN SMILES: [C:1]([O:2][C:3](=[O:4])[N:8]([CH:9]1[CH2:10][CH2:11][N:12]([CH2:15][CH2:16][n:17]2[c:18](=[O:36])[cH:19][c:20]([CH:29]=[CH:30][C:31](=[O:32])[O:33][CH2:34][CH3:35])[c:21]3[cH:22][cH:23][c:24]([O:27][CH3:28])[cH:25][c:26]23)[CH2:13][CH2:14]1)[CH2:37][c:38]1[cH:39][c:40]2[c:41]([cH:46][cH:47]1)[O:42][CH2:43][CH2:44][O:45]2)([CH3:5])([CH3:6])[CH3:7].[CH:55]([Cl:56])([Cl:57])[Cl:58].[OH:48][C:49]([C:50]([F:51])([F:52])[F:53])=[O:54]>>[NH:8]([CH:9]1[CH2:10][CH2:11][N:12]([CH2:15][CH2:16][n:17]2[c:18](=[O:36])[cH:19][c:20]([CH:29]=[CH:30][C:31](=[O:32])[O:33][CH2:34][CH3:35])[c:21]3[cH:22][cH:23][c:24]([O:27][CH3:28])[cH:25][c:26]23)[CH2:13][CH2:14]1)[CH2:37][c:38]1[cH:39][c:40]2[c:41]([cH:46][cH:47]1)[O:42][CH2:43][CH2:44][O:45]2.